This data is from the Open Reaction Database (ORD), a public repository of structured organic reaction records. The task is: describe an organic reaction: reactants, conditions, products, and yield Solvent: C(C)N(CC)CC (triethylamine). Conditions: time 6 hour. Reactants: Cl (HCl), COC=1C=C(C=O)C=C(C1)OC (3,5-dimethoxybenzaldehyde), OC1=CC=C(C=C1)CC(=O)O (p-hydroxyphenyl acetic acid), C(C)(=O)OC(C)=O (acetic anhydride). RXN SMILES: [CH3:1][O:2][C:3]1[CH:4]=[C:5]([CH:8]=[C:9]([O:11][CH3:12])[CH:10]=1)[CH:6]=O.[OH:13][C:14]1[CH:19]=[CH:18][C:17]([CH2:20][C:21]([OH:23])=[O:22])=[CH:16][CH:15]=1.C(OC(=O)C)(=O)C.Cl>C(N(CC)CC)C>[CH3:1][O:2][C:3]1[CH:4]=[C:5]([CH:6]=[C:20]([C:17]2[CH:18]=[CH:19][C:14]([OH:13])=[CH:15][CH:16]=2)[C:21]([OH:23])=[O:22])[CH:8]=[C:9]([O:11][CH3:12])[CH:10]=1. Product: COC=1C=C(C=C(C1)OC)C=C(C(=O)O)C1=CC=C(C=C1)O (3-(3,5-dimethoxy-phenyl)-2-(4-hydroxy-phenyl)-acrylic acid). Reported procedure: To a mixture of 3,5-dimethoxybenzaldehyde (500 g, 3 mol) and p-hydroxyphenyl acetic acid (457 g, 3 mol) was added acetic anhydride (1 L) and triethylamine (420 mL). This non-homogeneous mixture on heating becomes homogeneous at ˜70° C. After being stirred at 130–140° C. for 6 h, the mixture was cooled to room temperature. Concentrated HCl (1 L) was added to the reaction mixture slowly in 50 min keeping temp between 20–30° C. The light yellow precipitate obtained was filtered and rinsed with Dl w... The reactants are O=C1CCC2(CC1)OCCO2, CO, [K+], O=[N+]([O-])c1ccc2[nH]ccc2c1, [OH-]. The product is O=[N+]([O-])c1ccc2[nH]cc(C3=CCC4(CC3)OCCO4)c2c1. RXN SMILES: [CH2:15]1[CH2:16][O:17][C:18]2([CH2:19][CH2:20][C:21](=[O:24])[CH2:22][CH2:23]2)[O:25]1.[CH3:26][OH:27].[K+:14].[N+:1](=[O:2])([O-:3])[c:4]1[cH:5][c:6]2[cH:7][cH:8][nH:9][c:10]2[cH:11][cH:12]1.[OH-:13]>>[N+:1](=[O:2])([O-:3])[c:4]1[cH:5][c:6]2[c:7]([C:21]3=[CH:20][CH2:19][C:18]4([O:17][CH2:16][CH2:15][O:25]4)[CH2:23][CH2:22]3)[cH:8][nH:9][c:10]2[cH:11][cH:12]1. The reactants are CC(C)(C)OC(=O)N1CC2CCC1C(C(=O)O)C2, CCN=C=NCCCN(C)C, CC(C)Oc1ccc(N)cc1, Cl, c1ccncc1. Yields the product CC(C)Oc1ccc(NC(=O)C2CC3CCC2N(C(=O)OC(C)(C)C)C3)cc1. As a reaction SMILES: [C:24]([CH3:25])([CH3:26])([CH3:27])[O:28][C:29](=[O:30])[N:31]1[CH:32]2[CH:33]([C:39](=[O:40])[OH:41])[CH2:34][CH:35]([CH2:36]1)[CH2:37][CH2:38]2.[CH2:13]([N:14]=[C:15]=[N:16][CH2:17][CH2:18][CH2:19][N:20]([CH3:21])[CH3:22])[CH3:23].[CH:1]([CH3:2])([CH3:3])[O:4][c:5]1[cH:6][cH:7][c:8]([NH2:9])[cH:10][cH:11]1.[ClH:12].[cH:42]1[cH:43][cH:44][n:45][cH:46][cH:47]1>>[CH:1]([CH3:2])([CH3:3])[O:4][c:5]1[cH:6][cH:7][c:8]([NH:9][C:39]([CH:33]2[CH:32]3[N:31]([C:29]([O:28][C:24]([CH3:25])([CH3:26])[CH3:27])=[O:30])[CH2:36][CH:35]([CH2:34]2)[CH2:37][CH2:38]3)=[O:40])[cH:10][cH:11]1. Starting materials: O1C(=CC=C1)CSC(=CN)[N+](=O)[O-] (2-[(2-furanylmethyl)thio]-2-nitroethenamine), CSC(=C[N+](=O)[O-])SC (1,1-bis-(methylthio)-2-nitroethene). Run in O1CCOCC1 (dioxan). Yields the product O1C(=CC=C1)CSCCNC(=C[N+](=O)[O-])SC (N-2-[[(2-Furanyl)methyl]thio]ethyl-1-(methylthio)-2-nitroethenamine). Isolated yield 50.4%. RXN SMILES: [O:1]1[CH:5]=[CH:4][CH:3]=[C:2]1[CH2:6][S:7][C:8]([N+]([O-])=O)=[CH:9][NH2:10].[CH3:14][S:15][C:16](SC)=[CH:17][N+:18]([O-:20])=[O:19]>O1CCOCC1>[O:1]1[CH:5]=[CH:4][CH:3]=[C:2]1[CH2:6][S:7][CH2:8][CH2:9][NH:10][C:16]([S:15][CH3:14])=[CH:17][N+:18]([O-:20])=[O:19]. Procedure: A solution of 2-[(2-furanylmethyl)thio]-2-nitroethenamine (3.14 g.) and 1,1-bis-(methylthio)-2-nitroethene (13.2 g.) in dioxan (100 ml.) was heated at 100° for 11/2 hours. The solution was evaporated in vacuo and the residue suspended in warm ethyl acetate (70 ml.). The cooled suspension was filtered and the filtrate evaporated in vacuo. The oily residue was suspended in ether and the solid which separated was filtered and crystallised from ethanol to give the title compound (2.17 g.), m.p. 68°-... Reactants: S(=O)(=O)(C1=CC=C(C)C=C1)Cl (TsCl), [H-].[Na+] (NaH), diol, Kiliani reagent, Na2Cr2O7, C=1(C(=CC=CC1)S(=O)(=O)O)C (toluenesulfonic acid), diether alcohol, C(C)OO (Ethoxyalcohol), O1CCCC=C1 (dihydropyran), C(CCCCO)O (1,5-pentanediol), ICC (iodoethane), O1C(CCCC1)OC1OCCCC1 (mono-tetrahydropyranyl ether). Solvent: C1CCOC1 (THF), N1=CC=CC=C1 (pyridine), C(Cl)Cl (methylene chloride). Yields the product OS(=O)(=O)O.O (H2SO4 H2O), C(CCCCOCCCCCOCC)(=O)O (6,12-dioxatetradecanoic acid). RXN SMILES: C(O)CCCC[OH:6].I[CH2:9][CH3:10].[H-].[Na+].[O:13]1[CH2:18][CH2:17][CH2:16][CH2:15][CH:14]1[O:19][CH:20]1[CH2:25][CH2:24][CH2:23][CH2:22][O:21]1.[O:26]1C=CCCC1.C1(C)C([S:38]([OH:41])(=[O:40])=[O:39])=CC=CC=1.C([O:45]O)C.S(Cl)(C1C=CC(C)=CC=1)(=O)=O>C1COCC1.C(Cl)Cl.N1C=CC=CC=1>[OH:39][S:38]([OH:41])(=[O:45])=[O:40].[OH2:6].[C:18]([OH:26])(=[O:13])[CH2:17][CH2:16][CH2:15][CH2:14][O:19][CH2:20][CH2:25][CH2:24][CH2:23][CH2:22][O:21][CH2:9][CH3:10] |f:2.3,12.13|. Reported procedure: Commercially available 1,5-pentanediol was mono-ethylated (2, 71%) using an equivalent of iodoethane and NaH in THF. The diol was also converted into its mono-tetrahydropyranyl ether (4, 54%) by treatment with dihydropyran and toluenesulfonic acid in methylene chloride [Ngooi et al., J. Org. Chem. 54, 911 (1989 )]. Ethoxyalcohol 2 was tosylated (pyridine, TsCl, 0° C.) in 40% yield to afford oily 3. The low yield reflects the need to distill this reactive ether. Tosylate 3 was then allowed to rea... Starting materials: ClC1=C(C(C(=O)O)=CC(=C1Cl)OC)C(=O)O (3,4-Dichloro-5-methoxyphthalic acid), Cl.N1=CC=CC=C1 (pyridine hydrochloride). Run in O (water). Reaction conditions: temperature 180 celsius. Product: ClC=1C=C(C(=O)O)C=C(C1Cl)O (3,4-Dichloro-5-hydroxybenzoic acid). Reaction SMILES: [Cl:1][C:2]1[C:10]([Cl:11])=[C:9]([O:12]C)[CH:8]=[C:4]([C:5]([OH:7])=[O:6])[C:3]=1C(O)=O.Cl.N1C=CC=CC=1>O>[Cl:1][C:2]1[CH:3]=[C:4]([CH:8]=[C:9]([OH:12])[C:10]=1[Cl:11])[C:5]([OH:7])=[O:6] |f:1.2|. Procedure: 3,4-Dichloro-5-methoxyphthalic acid (17.5 g., 0.066 mole) is mixed with pyridine hydrochloride (120 g.). The mixture is heated at 180° C. for one hour and then poured into water (1 l.). The solid that separates melts at 211°-212..5° C. and is used without purification in the next step. Starting materials: CC(=O)C.OS(=O)(=O)O.O=[Cr](=O)=O (Jones reagent), [Si](C)(C)(C(C)(C)C)OC[C@@H]1[C@]2(C)[C@@H](CC1)[C@@H]1CC[C@H]3C=C(CC[C@]3(C)[C@H]1CC2)P(OC)(=O)OC (Dimethyl 17β-(t-butyldimethylsilyloxymethyl)-5α-androst-3-ene-3-phosphonate), C(C)(C)O (Isopropanol). Solvent: CC(=O)C (acetone). Yields the product COP(=O)(OC)C1=CC2CC[C@H]3[C@@H]4CC[C@@H]([C@@]4(C)CC[C@@H]3[C@]2(CC1)C)C(=O)O (3-dimethylphosphono-3-androstene-17β-carboxylic acid). Isolated yield 99.0%. RXN SMILES: [Si]([O:8][CH2:9][C@H:10]1[CH2:15][CH2:14][C@H:13]2[C@H:16]3[C@H:26]([CH2:27][CH2:28][C@:11]12[CH3:12])[C@:24]1([CH3:25])[C@H:19]([CH:20]=[C:21]([P:29]([O:33][CH3:34])(=[O:32])[O:30][CH3:31])[CH2:22][CH2:23]1)[CH2:18][CH2:17]3)(C(C)(C)C)(C)C.CC(C)=[O:37].OS(O)(=O)=O.O=[Cr](=O)=O.C(O)(C)C>CC(C)=O>[CH3:31][O:30][P:29]([C:21]1[CH2:22][CH2:23][C@@:24]2([CH3:25])[CH:19]([CH2:18][CH2:17][C@@H:16]3[C@@H:26]2[CH2:27][CH2:28][C@@:11]2([CH3:12])[C@H:13]3[CH2:14][CH2:15][C@@H:10]2[C:9]([OH:37])=[O:8])[CH:20]=1)([O:33][CH3:34])=[O:32] |f:1.2.3|. Procedure details: Dimethyl 17β-(t-butyldimethylsilyloxymethyl)-5α-androst-3-ene-3-phosphonate (500 mg), was dissolved in 150 ml acetone. Jones reagent was added until a red color persisted. Isopropanol was then added to quench excess Jones reagent. The acetone was decanted off and the residual chromium salts were then dissolved in water and washed 3 times with dichloromethane. The organic layers were combined and passed through a plug of florosil and concentrated to give 360 mg (99%) of 3-dimethylphosphono-3-andr...